Dataset: the Open Reaction Database (ORD), a public repository of structured organic reaction records. Task: describe an organic reaction: reactants, conditions, products, and yield The reactants are NS(=O)(=O)c1cc(F)c(Br)cc1F, CCO, [Na+], [Na+], O=C([O-])[O-], CC(Oc1ccc(B(O)O)cc1)C(O)CCc1cccnc1, c1ccc(P(c2ccccc2)(c2ccccc2)[Pd](P(c2ccccc2)(c2ccccc2)c2ccccc2)(P(c2ccccc2)(c2ccccc2)c2ccccc2)P(c2ccccc2)(c2ccccc2)c2ccccc2)cc1. Yields the product CC(Oc1ccc(-c2cc(F)c(S(N)(=O)=O)cc2F)cc1)C(O)CCc1cccnc1. As a reaction SMILES: [Br:23][c:24]1[cH:25][c:26]([F:35])[c:27]([S:31](=[O:32])(=[O:33])[NH2:34])[cH:28][c:29]1[F:30].[CH3:119][CH2:120][OH:121].[Na+:36].[Na+:37].[O-:38][C:39](=[O:40])[O-:41].[OH:1][CH:2]([CH:3]([O:4][c:5]1[cH:6][cH:7][c:8]([B:11]([OH:12])[OH:13])[cH:9][cH:10]1)[CH3:14])[CH2:15][CH2:16][c:17]1[cH:18][n:19][cH:20][cH:21][cH:22]1.[cH:42]1[cH:43][cH:44][c:45]([P:46]([Pd:47]([P:48]([c:49]2[cH:50][cH:51][cH:52][cH:53][cH:54]2)([c:55]2[cH:56][cH:57][cH:58][cH:59][cH:60]2)[c:61]2[cH:62][cH:63][cH:64][cH:65][cH:66]2)([P:67]([c:68]2[cH:69][cH:70][cH:71][cH:72][cH:73]2)([c:74]2[cH:75][cH:76][cH:77][cH:78][cH:79]2)[c:80]2[cH:81][cH:82][cH:83][cH:84][cH:85]2)[P:86]([c:87]2[cH:88][cH:89][cH:90][cH:91][cH:92]2)([c:93]2[cH:94][cH:95][cH:96][cH:97][cH:98]2)[c:99]2[cH:100][cH:101][cH:102][cH:103][cH:104]2)([c:105]2[cH:106][cH:107][cH:108][cH:109][cH:110]2)[c:111]2[cH:112][cH:113][cH:114][cH:115][cH:116]2)[cH:117][cH:118]1>>[OH:1][CH:2]([CH:3]([O:4][c:5]1[cH:6][cH:7][c:8](-[c:24]2[cH:25][c:26]([F:35])[c:27]([S:31](=[O:32])(=[O:33])[NH2:34])[cH:28][c:29]2[F:30])[cH:9][cH:10]1)[CH3:14])[CH2:15][CH2:16][c:17]1[cH:18][n:19][cH:20][cH:21][cH:22]1.